From a dataset of the Open Reaction Database (ORD), a public repository of structured organic reaction records. describe an organic reaction: reactants, conditions, products, and yield Starting materials: [BH4-], COc1cc2c(c(OC)c1)C(=O)C(C1OCCO1)CC2, CC(C)O, [Na+], COc1cc2c(c(OC)c1)C(=O)C(=CO)CC2. Yields the product COc1cc2c(c(OC)c1)C(O)C(C1OCCO1)CC2. As a reaction SMILES: [BH4-:38].[CH2:1]1[CH2:2][O:3][CH:4]([CH:5]2[C:6](=[O:19])[c:7]3[c:8]([O:17][CH3:18])[cH:9][c:10]([O:15][CH3:16])[cH:11][c:12]3[CH2:13][CH2:14]2)[O:20]1.[CH3:40][CH:41]([OH:42])[CH3:43].[Na+:39].[OH:21][CH:22]=[C:23]1[CH2:24][CH2:25][c:26]2[c:27]([c:28]([O:29][CH3:30])[cH:31][c:32]([O:33][CH3:34])[cH:35]2)[C:36]1=[O:37]>>[CH2:1]1[CH2:2][O:3][CH:4]([CH:5]2[CH:6]([OH:19])[c:7]3[c:8]([O:17][CH3:18])[cH:9][c:10]([O:15][CH3:16])[cH:11][c:12]3[CH2:13][CH2:14]2)[O:20]1. The product is C\C(=C/C(=O)O)\C=C\C1=C(CCC1)\C=C\C1=C(CCCC1(C)C)C ((2E,4E)-3-Methyl-5-(2-((E)-2 (2,6,6-trimethyl-1-cyclohexen-1-yl)ethenyl)-1-cyclopenten-1-yl)-2,4-pentadienoic acid). RXN SMILES: BrC1CCCC=1C=O.C([O:11][C:12](=[O:34])/[CH:13]=[C:14](\[CH3:33])/[CH:15]=[CH:16][C:17]1[CH2:21][CH2:20][CH2:19][C:18]=1[CH:22]=[CH:23][C:24]1[C:29]([CH3:31])([CH3:30])[CH2:28][CH2:27][CH2:26][C:25]=1[CH3:32])C>>[CH3:33]/[C:14](/[CH:15]=[CH:16][C:17]1[CH2:21][CH2:20][CH2:19][C:18]=1[CH:22]=[CH:23][C:24]1[C:29]([CH3:31])([CH3:30])[CH2:28][CH2:27][CH2:26][C:25]=1[CH3:32])=[CH:13]\[C:12]([OH:34])=[O:11]. The reactants are BrC1=C(CCC1)C=O (2-bromocyclopentene-1-carboxaldehyde), C(C)OC(\C=C(\C=C\C1=C(CCC1)\C=C\C1=C(CCCC1(C)C)C)/C)=O ((2E,4E)-3 Methyl-5-(2-((E)-2(2,6,6-trimethyl-1-cyclohexen-1-yl)ethenyl)-1-cyclopenten-1-yl)-2,4-pentadienoic acid ethyl ester). Procedure details: As in Example 4, 2-bromocyclopentene-1-carboxaldehyde was converted to (2E,4E)-3 Methyl-5-(2-((E)-2(2,6,6-trimethyl-1-cyclohexen-1-yl)ethenyl)-1-cyclopenten-1-yl)-2,4-pentadienoic acid ethyl ester which on hydrolysis with base gave (2E,4E)-3-Methyl-5-(2-((E)-2 (2,6,6-trimethyl-1-cyclohexen-1-yl)ethenyl)-1-cyclopenten-1-yl)-2,4-pentadienoic acid.